This data is from the Open Reaction Database (ORD), a public repository of structured organic reaction records. The task is: describe an organic reaction: reactants, conditions, products, and yield The reactants are CCOc1cc2c(c(OCC)c1OCC)COC2=O, CC(=O)OC(C)=O, O=[N+]([O-])O, O=[N+]([O-])[O-], O, O, O, O. The product is CCOc1c2c(c([N+](=O)[O-])c(OCC)c1OCC)C(=O)OC2. Reaction SMILES: [CH2:8]([CH3:9])[O:10][c:11]1[c:12]2[c:17]([cH:18][c:19]([O:24][CH2:25][CH3:26])[c:20]1[O:21][CH2:22][CH3:23])[C:15](=[O:16])[O:14][CH2:13]2.[CH3:1][C:2]([O:3][C:4](=[O:5])[CH3:6])=[O:7].[N+:30](=[O:31])([OH:32])[O-:33].[O-:34][N+:35](=[O:36])[O-:37].[OH2:27].[OH2:28].[OH2:29].[OH2:38]>>[CH2:8]([CH3:9])[O:10][c:11]1[c:12]2[c:17]([c:18]([N+:30](=[O:31])[O-:32])[c:19]([O:24][CH2:25][CH3:26])[c:20]1[O:21][CH2:22][CH3:23])[C:15](=[O:16])[O:14][CH2:13]2.